From a dataset of the Open Reaction Database (ORD), a public repository of structured organic reaction records. describe an organic reaction: reactants, conditions, products, and yield Reactants: CCOC(=O)CBr, O=C([O-])[O-], Nc1cc2ccc(OCc3ccccc3)cc2cc1OCc1ccccc1, Cl, [K+], [K+], CN(C)C=O. The product is CCOC(=O)CNc1cc2ccc(OCc3ccccc3)cc2cc1OCc1ccccc1. As a reaction SMILES: [Br:28][CH2:29][C:30](=[O:31])[O:32][CH2:33][CH3:34].[C:35](=[O:36])([O-:37])[O-:38].[CH2:1]([c:2]1[cH:3][cH:4][cH:5][cH:6][cH:7]1)[O:8][c:9]1[c:10]([NH2:27])[cH:11][c:12]2[cH:13][cH:14][c:15]([O:19][CH2:20][c:21]3[cH:22][cH:23][cH:24][cH:25][cH:26]3)[cH:16][c:17]2[cH:18]1.[ClH:41].[K+:39].[K+:40].[O:42]=[CH:43][N:44]([CH3:45])[CH3:46]>>[CH2:1]([c:2]1[cH:3][cH:4][cH:5][cH:6][cH:7]1)[O:8][c:9]1[c:10]([NH:27][CH2:29][C:30](=[O:31])[O:32][CH2:33][CH3:34])[cH:11][c:12]2[cH:13][cH:14][c:15]([O:19][CH2:20][c:21]3[cH:22][cH:23][cH:24][cH:25][cH:26]3)[cH:16][c:17]2[cH:18]1.